Dataset: the Open Reaction Database (ORD), a public repository of structured organic reaction records. Task: describe an organic reaction: reactants, conditions, products, and yield The reactants are CN(C)C1(c2ccccc2)CCC(=CC(=O)NCCCCCc2c[nH]c3ccccc23)CC1, CCC(C)=O, C[Si](C)(C)Cl. Yields the product CN(C)C1(c2ccccc2)CCC(=CC(=O)NCCCCCc2c[nH]c3ccccc23)CC1, Cl. Reaction SMILES: [CH3:1][N:2]([C:3]1([c:27]2[cH:28][cH:29][cH:30][cH:31][cH:32]2)[CH2:4][CH2:5][C:6](=[CH:9][C:10](=[O:11])[NH:12][CH2:13][CH2:14][CH2:15][CH2:16][CH2:17][c:18]2[cH:19][nH:20][c:21]3[cH:22][cH:23][cH:24][cH:25][c:26]23)[CH2:7][CH2:8]1)[CH3:33].[CH3:39][C:40]([CH2:41][CH3:42])=[O:43].[Cl:34][Si:35]([CH3:36])([CH3:37])[CH3:38]>>[CH3:1][N:2]([C:3]1([c:27]2[cH:28][cH:29][cH:30][cH:31][cH:32]2)[CH2:4][CH2:5][C:6](=[CH:9][C:10](=[O:11])[NH:12][CH2:13][CH2:14][CH2:15][CH2:16][CH2:17][c:18]2[cH:19][nH:20][c:21]3[cH:22][cH:23][cH:24][cH:25][c:26]23)[CH2:7][CH2:8]1)[CH3:33].[ClH:34]. The reactants are O=C(NC1CCC(C(F)(F)F)CC1)c1ccc(Cl)nc1OCCF, O=[N+]([O-])O, O=S(=O)(O)O. Product: O=C(NC1CCC(C(F)(F)F)CC1)c1cc([N+](=O)[O-])c(Cl)nc1OCCF. As a reaction SMILES: [Cl:1][c:2]1[n:3][c:4]([O:21][CH2:22][CH2:23][F:24])[c:5]([C:6](=[O:7])[NH:8][CH:9]2[CH2:10][CH2:11][CH:12]([C:15]([F:16])([F:17])[F:18])[CH2:13][CH2:14]2)[cH:19][cH:20]1.[OH:25][N+:26]([O-:27])=[O:28].[S:29](=[O:30])(=[O:31])([OH:32])[OH:33]>>[Cl:1][c:2]1[n:3][c:4]([O:21][CH2:22][CH2:23][F:24])[c:5]([C:6](=[O:7])[NH:8][CH:9]2[CH2:10][CH2:11][CH:12]([C:15]([F:16])([F:17])[F:18])[CH2:13][CH2:14]2)[cH:19][c:20]1[N+:26](=[O:25])[O-:27].